This data is from the Open Reaction Database (ORD), a public repository of structured organic reaction records. The task is: describe an organic reaction: reactants, conditions, products, and yield Reactants: C1CCOC1, COC(OC)c1cc(Oc2ccccc2)ccc1[N+](=O)[O-], Cl, O. Yields the product O=Cc1cc(Oc2ccccc2)ccc1[N+](=O)[O-]. As a reaction SMILES: [CH2:24]1[O:25][CH2:26][CH2:27][CH2:28]1.[CH3:1][O:2][CH:3]([c:4]1[c:5]([N+:17](=[O:18])[O-:19])[cH:6][cH:7][c:8]([O:10][c:11]2[cH:12][cH:13][cH:14][cH:15][cH:16]2)[cH:9]1)[O:20][CH3:21].[ClH:22].[OH2:23]>>[O:2]=[CH:3][c:4]1[c:5]([N+:17](=[O:18])[O-:19])[cH:6][cH:7][c:8]([O:10][c:11]2[cH:12][cH:13][cH:14][cH:15][cH:16]2)[cH:9]1. Starting materials: CC(C)(C=1C=NC(=CC1)C(F)(F)F)N (1-Methyl-1-(6-trifluoromethyl-pyridin-3-yl)-ethylamine), O.C1(=CC=C(C=C1)S(=O)(=O)O)C (p-toluenesulfonic acid monohydrate). Run in C(C)(C)(C)OC (methyl t-butyl ether), O1CCCC1 (tetrahydrofuran). Conditions: temperature 18 celsius. Yields the product C1(=CC=C(C=C1)S(=O)(=O)O)C.CC(C)(C=1C=NC(=CC1)C(F)(F)F)N (1-Methyl-1-(6-trifluoromethyl-pyridin-3-yl)-ethylamine: compound with toluene-4-sulfonic acid). As a reaction SMILES: [CH3:1][C:2]([NH2:14])([C:4]1[CH:5]=[N:6][C:7]([C:10]([F:13])([F:12])[F:11])=[CH:8][CH:9]=1)[CH3:3].O.[C:16]1([CH3:26])[CH:21]=[CH:20][C:19]([S:22]([OH:25])(=[O:24])=[O:23])=[CH:18][CH:17]=1>C(OC)(C)(C)C.O1CCCC1>[C:16]1([CH3:26])[CH:17]=[CH:18][C:19]([S:22]([OH:25])(=[O:23])=[O:24])=[CH:20][CH:21]=1.[CH3:3][C:2]([NH2:14])([C:4]1[CH:5]=[N:6][C:7]([C:10]([F:12])([F:13])[F:11])=[CH:8][CH:9]=1)[CH3:1] |f:1.2,5.6|. Procedure: Add a solution of 1-Methyl-1-(6-trifluoromethyl-pyridin-3-yl)-ethylamine (280 g, 1.37 moles) in methyl t-butyl ether (1.4 L) to a solution of p-toluenesulfonic acid monohydrate (212.5 g, 1.23 moles) in tetrahydrofuran (980 mL). Observe a pH of 2.0 and an exotherm to 28° C. Cool to 18° C. and filter solids. Rinse filter cake with methyl t-butyl ether (1.4 L). Vacuum dry the filter cake at ambient temperature and collect 408 g (79%) of the titled compound as a white solid. 1H NMR (DMSO-d6, 500 MHz... The reactants are [Si](C)(C)(C(C)(C)C)O[C@@H]1C=2C(=C(C(=NC2CC(C1)(C)C)C(C)C)C=O)I ((S)-5-(tert-butyldimethylsilyloxy)-4-iodo-2-isopropyl-7,7-dimethyl-5,6,7,8-tetrahydroquinoline-3-carbaldehyde), FC1=CC=C(C=C1)[Mg]Br (4-fluorophenyl-magnesium bromide), solution, C(C)(C)(C)OC1=CC=C(C=C1)[Mg]Br ((4-tert-butoxyphenyl)magnesium bromide). Solvent: O1CCCC1 (tetrahydrofurane), O1CCCC1 (tetrahydrofurane). The product is C(C)(C)(C)OC1=CC=C(C=C1)[C@H](O)C=1C(=NC=2CC(C[C@@H](C2C1I)O[Si](C)(C)C(C)(C)C)(C)C)C(C)C ((S)-(4-tert-butoxyphenyl)((S)-5-(tert-butyldimethylsilyloxy)-4-iodo-2-isopropyl-7,7-dimethyl-5,6,7,8-tetrahydroquinolin-3-yl)methanol). RXN SMILES: [Si:1]([O:8][C@H:9]1[CH2:18][C:17]([CH3:20])([CH3:19])[CH2:16][C:15]2[N:14]=[C:13]([CH:21]([CH3:23])[CH3:22])[C:12]([CH:24]=[O:25])=[C:11]([I:26])[C:10]1=2)([C:4]([CH3:7])([CH3:6])[CH3:5])([CH3:3])[CH3:2].[C:27]([O:31][C:32]1[CH:37]=[CH:36][C:35]([Mg]Br)=[CH:34][CH:33]=1)([CH3:30])([CH3:29])[CH3:28].FC1C=CC([Mg]Br)=CC=1>O1CCCC1>[C:27]([O:31][C:32]1[CH:37]=[CH:36][C:35]([C@@H:24]([C:12]2[C:13]([CH:21]([CH3:22])[CH3:23])=[N:14][C:15]3[CH2:16][C:17]([CH3:19])([CH3:20])[CH2:18][C@H:9]([O:8][Si:1]([C:4]([CH3:5])([CH3:6])[CH3:7])([CH3:3])[CH3:2])[C:10]=3[C:11]=2[I:26])[OH:25])=[CH:34][CH:33]=1)([CH3:30])([CH3:28])[CH3:29]. Procedure: Obtained by starting from (S)-5-(tert-butyldimethylsilyloxy)-4-iodo-2-isopropyl-7,7-dimethyl-5,6,7,8-tetrahydroquinoline-3-carbaldehyde. A 0.5 M solution of (4-tert-butoxyphenyl)magnesium bromide in tetrahydrofurane is used instead of 1 M solution of 4-fluorophenyl-magnesium bromide in tetrahydrofurane. Reactants: O=C(OCc1ccccc1)C1COC(c2ccccc2OCc2ccccc2)=N1, C1CCOC1, [Li+], [OH-], O. Product: O=C(O)C1COC(c2ccccc2OCc2ccccc2)=N1. Reaction SMILES: [CH2:1]([c:2]1[cH:3][cH:4][cH:5][cH:6][cH:7]1)[O:8][c:9]1[c:10]([C:15]2=[N:19][CH:18]([C:20](=[O:21])[O:22][CH2:23][c:24]3[cH:25][cH:26][cH:27][cH:28][cH:29]3)[CH2:17][O:16]2)[cH:11][cH:12][cH:13][cH:14]1.[CH2:32]1[O:33][CH2:34][CH2:35][CH2:36]1.[Li+:31].[OH-:30].[OH2:37]>>[CH2:1]([c:2]1[cH:3][cH:4][cH:5][cH:6][cH:7]1)[O:8][c:9]1[c:10]([C:15]2=[N:19][CH:18]([C:20](=[O:21])[OH:22])[CH2:17][O:16]2)[cH:11][cH:12][cH:13][cH:14]1. Starting materials: COB1OC(C(O1)(C)C)(C)C (2-Methoxy-4,4,5,5-tetramethyl-1,3,2-dioxaborolane), [NH4+].[Cl-] (NH4Cl), C(C)(C)(C)[Si](OC1CCC(CC1)N1N=CC(=C1)I)(C)C (1-[4-(tert-butyl-dimethyl-silanyloxy)-cyclohexyl]-4-iodo-1H-pyrazole), C(C)(C)(C)[Si](OC1CCC(CC1)N1N=CC(=C1)I)(C)C (1-[4-(tert-butyl-dimethyl-silanyloxy)-cyclohexyl]-4-iodo-1H-pyrazole), C(C)(C)[Mg]Cl (isopropylmagnesium chloride). Run in C1CCOC1 (THF), C1CCOC1 (THF). Reaction conditions: temperature 0 celsius. Product: [Si](C)(C)(C(C)(C)C)O[C@@H]1CC[C@H](CC1)N1N=CC(=C1)B1OC(C(O1)(C)C)(C)C (1-(trans-4-{[tert-Butyl(dimethyl)silyl]oxy}cyclohexyl)-4-(4,4,5,5-tetramethyl-1,3,2-dioxaborolan-2-yl)-1H-pyrazole). Reaction SMILES: [C:1]([Si:5]([CH3:20])([CH3:19])[O:6][CH:7]1[CH2:12][CH2:11][CH:10]([N:13]2[CH:17]=[C:16](I)[CH:15]=[N:14]2)[CH2:9][CH2:8]1)([CH3:4])([CH3:3])[CH3:2].C([Mg]Cl)(C)C.CO[B:28]1[O:32][C:31]([CH3:34])([CH3:33])[C:30]([CH3:36])([CH3:35])[O:29]1.[NH4+].[Cl-]>C1COCC1>[Si:5]([O:6][C@H:7]1[CH2:12][CH2:11][C@H:10]([N:13]2[CH:17]=[C:16]([B:28]3[O:32][C:31]([CH3:34])([CH3:33])[C:30]([CH3:36])([CH3:35])[O:29]3)[CH:15]=[N:14]2)[CH2:9][CH2:8]1)([C:1]([CH3:4])([CH3:3])[CH3:2])([CH3:20])[CH3:19] |f:3.4|. Procedure details: To a stirred THF (30.00 mL) solution of 1-[4-(tert-butyl-dimethyl-silanyloxy)-cyclohexyl]-4-iodo-1H-pyrazole (Compound 137B, 1.1400 g, 2.8053 mmol) was added 2.00 M of isopropylmagnesium chloride in THF (2.31 mL, 4.63 mmol) dropwise under an atmosphere of Nitrogen in 5 min at 0° C. The reaction mixture was stirred at 0° C. for another hour. 2-Methoxy-4,4,5,5-tetramethyl-1,3,2-dioxaborolane (0.9577 mL, 5.610 mmol) was added at 0° C. and then the mixture was stirred at room temparature for another... Starting materials: O=C([O-])O, Cc1cn(N)c2ccc(OCc3ccccc3)cc12, CN1CCCC1=O, Clc1ccncc1, Cl, [Na+]. Product: Cc1cn(Nc2ccncc2)c2ccc(OCc3ccccc3)cc12. Reaction SMILES: [C:28](=[O:29])([OH:30])[O-:31].[CH3:1][c:2]1[cH:3][n:4]([NH2:19])[c:5]2[cH:6][cH:7][c:8]([O:11][CH2:12][c:13]3[cH:14][cH:15][cH:16][cH:17][cH:18]3)[cH:9][c:10]12.[CH3:33][N:34]1[CH2:35][CH2:36][CH2:37][C:38]1=[O:39].[Cl:21][c:22]1[cH:23][cH:24][n:25][cH:26][cH:27]1.[ClH:20].[Na+:32]>>[CH3:1][c:2]1[cH:3][n:4]([NH:19][c:22]2[cH:23][cH:24][n:25][cH:26][cH:27]2)[c:5]2[cH:6][cH:7][c:8]([O:11][CH2:12][c:13]3[cH:14][cH:15][cH:16][cH:17][cH:18]3)[cH:9][c:10]12.